Dataset: the Open Reaction Database (ORD), a public repository of structured organic reaction records. Task: describe an organic reaction: reactants, conditions, products, and yield Starting materials: CCOc1cc(C(C)(C)C)ncc1C1=NC(C)(c2ccc(Cl)cc2)C(C)(c2ccc(Cl)cc2)N1C(=O)Cl, O=C(Cn1cnnn1)N1CCNCC1. Product: CCOc1cc(C(C)(C)C)ncc1C1=NC(C)(c2ccc(Cl)cc2)C(C)(c2ccc(Cl)cc2)N1C(=O)N1CCN(C(=O)Cn2cnnn2)CC1. As a reaction SMILES: [C:1]([CH3:2])([CH3:3])([CH3:4])[c:5]1[cH:6][c:7]([O:35][CH2:36][CH3:37])[c:8]([C:11]2=[N:15][C:14]([CH3:16])([c:17]3[cH:18][cH:19][c:20]([Cl:23])[cH:21][cH:22]3)[C:13]([CH3:24])([c:25]3[cH:26][cH:27][c:28]([Cl:31])[cH:29][cH:30]3)[N:12]2[C:32](=[O:33])[Cl:34])[cH:9][n:10]1.[N:38]1([C:44]([CH2:45][n:46]2[n:47][n:48][n:49][cH:50]2)=[O:51])[CH2:39][CH2:40][NH:41][CH2:42][CH2:43]1>>[C:1]([CH3:2])([CH3:3])([CH3:4])[c:5]1[cH:6][c:7]([O:35][CH2:36][CH3:37])[c:8]([C:11]2=[N:15][C:14]([CH3:16])([c:17]3[cH:18][cH:19][c:20]([Cl:23])[cH:21][cH:22]3)[C:13]([CH3:24])([c:25]3[cH:26][cH:27][c:28]([Cl:31])[cH:29][cH:30]3)[N:12]2[C:32](=[O:33])[N:41]2[CH2:40][CH2:39][N:38]([C:44]([CH2:45][n:46]3[n:47][n:48][n:49][cH:50]3)=[O:51])[CH2:43][CH2:42]2)[cH:9][n:10]1. Starting materials: COC1=CC=C(COCCC(=C=C)CO)C=C1 (5-(p-methoxybenzyloxy)-3-hydroxymethylpent-1,2-diene), C(C1=CC=CC=C1)(=O)Cl (benzoyl chloride). Solvent: N1=CC=CC=C1 (pyridine). Yields the product COC1=CC=C(COCCC(=C=C)COC(C2=CC=CC=C2)=O)C=C1 (5-(p-Methoxybenzyloxy)-3-benzoyloxymethylpent-1,2-diene). RXN SMILES: [CH3:1][O:2][C:3]1[CH:17]=[CH:16][C:6]([CH2:7][O:8][CH2:9][CH2:10][C:11]([CH2:14][OH:15])=[C:12]=[CH2:13])=[CH:5][CH:4]=1.[C:18](Cl)(=[O:25])[C:19]1[CH:24]=[CH:23][CH:22]=[CH:21][CH:20]=1>N1C=CC=CC=1>[CH3:1][O:2][C:3]1[CH:4]=[CH:5][C:6]([CH2:7][O:8][CH2:9][CH2:10][C:11]([CH2:14][O:15][C:18](=[O:25])[C:19]2[CH:24]=[CH:23][CH:22]=[CH:21][CH:20]=2)=[C:12]=[CH2:13])=[CH:16][CH:17]=1. Procedure details: Combine 5-(p-methoxybenzyloxy)-3-hydroxymethylpent-1,2-diene (25.0 mmol) and benzoyl chloride (25.0 mmol) in pyridine (25 mL) and stir for 16 hours. Partition the reaction mixture between diethyl ether and water, wash the organic layer 3X with saturated sodium bicarbonate and 1X with water, dry over MgSO4 and concentrate in vacuo. Chromatograph on silica gel to give the title compound. Reactants: S(O)(O)(=O)=O (sulfuric acid), C=O (formaldehyde), C1(CCCCC1)CC=O (cyclohexyl acetaldehyde), C(C)NCC (diethylamine). Reaction conditions: temperature 80 celsius, time 8 hour. Product: C1(CCCCC1)C(C=O)=C (2-Cyclohexylprop-2-en-1-al). Isolated yield 80.9%. RXN SMILES: S(=O)(=O)(O)O.C=O.[CH:8]1([CH2:14][CH:15]=[O:16])[CH2:13][CH2:12][CH2:11][CH2:10][CH2:9]1.[CH2:17](NCC)C>>[CH:8]1([C:14](=[CH2:17])[CH:15]=[O:16])[CH2:13][CH2:12][CH2:11][CH2:10][CH2:9]1. Procedure details: Successively, sulfuric acid 62% (79.4 g, 0.5 mol), aqueous formaldehyde 35% (82 g, 1.0 mol) and cyclohexyl acetaldehyde (100.8 g, 0.8 mol) were added slowly to diethylamine (73 g, 1.0 mol) at 0° C. After stirring at 80° C. overnight, the reaction mixture was extracted with MTBE. The combined organic phases were washed with H2O until neutral pH was achieved, dried (MgSO4) and concentrated in vacuo. The crude product was distilled under reduced pressure using a Widmer column (10 Torr, 80° C.) yiel... Starting materials: CC1(C)NN(C2C3CC4CC(C3)CC2C4)C1=O, O=S(=O)(Cl)c1ccccc1F. Yields the product CC1(C)C(=O)N(C2C3CC4CC(C3)CC2C4)N1S(=O)(=O)c1ccccc1F. As a reaction SMILES: [CH:1]12[CH:2]([N:11]3[NH:12][C:13]([CH3:16])([CH3:17])[C:14]3=[O:15])[CH:3]3[CH2:4][CH:5]([CH2:6][CH:7]([CH2:8]1)[CH2:9]3)[CH2:10]2.[F:18][c:19]1[c:20]([S:25](=[O:26])(=[O:27])[Cl:28])[cH:21][cH:22][cH:23][cH:24]1>>[CH:1]12[CH:2]([N:11]3[N:12]([S:25]([c:20]4[c:19]([F:18])[cH:24][cH:23][cH:22][cH:21]4)(=[O:26])=[O:27])[C:13]([CH3:16])([CH3:17])[C:14]3=[O:15])[CH:3]3[CH2:4][CH:5]([CH2:6][CH:7]([CH2:8]1)[CH2:9]3)[CH2:10]2. Starting materials: [Li+].C[Si](C)(C)[N-][Si](C)(C)C (LHMDS), C([O-])(O)=O.[Na+] (sodium bicarbonate), N1(C=NC=C1)CC1=C(C#N)C=CC=C1 (2-Imidazol-1-ylmethyl-benzonitrile), CC(=O)C (acetone). Run in C1CCOC1 (THF), O (water). Run at temperature -75 celsius. The product is OC(C(N1C=NC=C1)C1=C(C#N)C=CC=C1)(C)C (2-(2-Hydroxy-1-imidazol-1-yl-2-methyl-propyl)-benzonitrile). As a reaction SMILES: [N:1]1([CH2:6][C:7]2[CH:14]=[CH:13][CH:12]=[CH:11][C:8]=2[C:9]#[N:10])[CH:5]=[CH:4][N:3]=[CH:2]1.[Li+].C[Si]([N-][Si](C)(C)C)(C)C.[CH3:25][C:26]([CH3:28])=[O:27].C(=O)(O)[O-].[Na+]>C1COCC1.O>[OH:27][C:26]([CH3:28])([CH3:25])[CH:6]([C:7]1[CH:14]=[CH:13][CH:12]=[CH:11][C:8]=1[C:9]#[N:10])[N:1]1[CH:5]=[CH:4][N:3]=[CH:2]1 |f:1.2,4.5|. Reported procedure: 2-Imidazol-1-ylmethyl-benzonitrile (1.0 g, 5.49 mmol) is dissolved in THF (10 mL) and cooled to −75° C. LHMDS (1M in THF, 8.24 mL, 8.24 mmol) is added dropwise. Ten min after the end of addition, acetone (0.48 g, 8.24 mmol) is added. Thirty min after the end of addition, saturated aqueous sodium bicarbonate (10 mL) is added and the mixture is allowed to warm to r.t., then poured into water. After extraction with ethyl acetate the organic phase is dried over Na2SO4 and concentrated in vacuo. The ... The reactants are [OH-].[Na+] (NaOH), [OH-].[Na+] (Sodium hydroxide), COC(C(CC1=CC=CC=C1)OC1=C(C2=CC=C(C=C2C=C1)CNC(=O)C1=C(OC2=C1C=CC=C2)CCCC)Br)=O (2-(1-bromo-6-{[(2-butyl-benzofuran-3-carbonyl)-amino]-methyl}-naphthalen-2-yloxy)-3-phenyl-propionic acid methyl ester), Cl (HCl), O (water). Solvent: CO (methanol). Reaction conditions: time 8 hour. Product: BrC1=C(C=CC2=CC(=CC=C12)CNC(=O)C1=C(OC2=C1C=CC=C2)CCCC)OC(C(=O)O)CC2=CC=CC=C2 (2-(1-Bromo-6-{[(2-butyl-benzofuran-3-carbonyl)-amino]-methyl}-naphthalen-2-yloxy)-3-phenyl-propionic acid). Isolated yield 59.8%. RXN SMILES: [OH-].[Na+].C[O:4][C:5](=[O:43])[CH:6]([O:14][C:15]1[CH:24]=[CH:23][C:22]2[C:17](=[CH:18][CH:19]=[C:20]([CH2:25][NH:26][C:27]([C:29]3[C:33]4[CH:34]=[CH:35][CH:36]=[CH:37][C:32]=4[O:31][C:30]=3[CH2:38][CH2:39][CH2:40][CH3:41])=[O:28])[CH:21]=2)[C:16]=1[Br:42])[CH2:7][C:8]1[CH:13]=[CH:12][CH:11]=[CH:10][CH:9]=1.O.Cl>CO>[Br:42][C:16]1[C:17]2[C:22](=[CH:21][C:20]([CH2:25][NH:26][C:27]([C:29]3[C:33]4[CH:34]=[CH:35][CH:36]=[CH:37][C:32]=4[O:31][C:30]=3[CH2:38][CH2:39][CH2:40][CH3:41])=[O:28])=[CH:19][CH:18]=2)[CH:23]=[CH:24][C:15]=1[O:14][CH:6]([CH2:7][C:8]1[CH:9]=[CH:10][CH:11]=[CH:12][CH:13]=1)[C:5]([OH:43])=[O:4] |f:0.1|. Procedure: 1 N Sodium hydroxide (220 μL, 0.22 mmol) was added under nitrogen to a solution of 2-(1-bromo-6-{[(2-butyl-benzofuran-3-carbonyl)-amino]-methyl}-naphthalen-2-yloxy)-3-phenyl-propionic acid methyl ester (107 mg, 0.17 mmol), prepared in the previous step, in 40 mL of methanol plus 10 mL of water at room temperature. After the addition the reaction was stirred at room temperature overnight. By TLC starting material remained. Additional quantities of 1 N NaOH were added until the reaction was comple...